describe an organic reaction: reactants, conditions, products, and yield From a dataset of the Open Reaction Database (ORD), a public repository of structured organic reaction records. Reactants: O1CCCC1 (tetrahydrofuran), CNC (dimethylamine), C(C)C1=NOC(=C1C=1NC2=CC=CC=C2C1CC(=O)Cl)C (2-(3-ethyl-5-methyl-4-isoxazolyl)-3-indole acetyl chloride), ether-water. The solvent is O (water). The product is CN(C(CC1=C(NC2=CC=CC=C12)C=1C(=NOC1C)CC)=O)C (N,N-dimethyl-2-(3-ethyl-5-methyl-4-isoxazolyl)-3-indole acetamide). As a reaction SMILES: [CH2:1]([C:3]1[C:7]([C:8]2[NH:9][C:10]3[C:15]([C:16]=2[CH2:17][C:18](Cl)=[O:19])=[CH:14][CH:13]=[CH:12][CH:11]=3)=[C:6]([CH3:21])[O:5][N:4]=1)[CH3:2].O1CCCC1.[CH3:27][NH:28][CH3:29]>O>[CH3:27][N:28]([CH3:29])[C:18](=[O:19])[CH2:17][C:16]1[C:15]2[C:10](=[CH:11][CH:12]=[CH:13][CH:14]=2)[NH:9][C:8]=1[C:7]1[C:3]([CH2:1][CH3:2])=[N:4][O:5][C:6]=1[CH3:21]. Reported procedure: A mixture of 11.2 g. (0.036 mole) of 2-(3-ethyl-5-methyl-4-isoxazolyl)-3-indole acetyl chloride in 100 ml. of tetrahydrofuran is added to a vigorously stirred solution of dimethylamine in water (25 ml. 40% dimethylamine in water) at 0° to 10° C. The resulting mixture is allowed to warm to room temperature and poured into ether-water. The organic layer is separated, dried over anhydrous magnesium sulfate, filtered and evaporated to give N,N-dimethyl-2-(3-ethyl-5-methyl-4-isoxazolyl)-3-indole acet...